Dataset: the Open Reaction Database (ORD), a public repository of structured organic reaction records. Task: describe an organic reaction: reactants, conditions, products, and yield The reactants are COC1=C(C=C(C=C1)OC)NC=1SC=C(N1)C=1C=C(SC1SCC)C(=N)N (4-{2-[(2,5-Dimethoxyphenyl)amino](1,3-thiazol-4-yl)}-5-ethylthiothiophene-2-carboxamidine), Br.COC1=C(C=C(C=C1)OC)NC=1SC=C(N1)C=1C=C(SC1C)C(=S)OC (Methyl 4-{2-[(2,5-dimethoxyphenyl)amino]-(1,3-thiazol-4-yl)}-5-methylthiothiophene-2-carboxylate hydrobromide), N (NH3). The solvent is CO.C(Cl)Cl (methanol CH2Cl2). The product is COC1=C(C=C(C=C1)OC)NC=1SC=C(N1)C=1C=C(SC1SC)C(=N)N (4-{2-[(2,5-dimethoxyphenyl)amino](1,3-thiazol-4-yl)}-5-methylthiothiophene-2-carboxamidine). Isolated yield 27.0%. RXN SMILES: [CH3:1][O:2][C:3]1[CH:8]=[CH:7][C:6]([O:9][CH3:10])=[CH:5][C:4]=1[NH:11][C:12]1[S:13][CH:14]=[C:15]([C:17]2[CH:18]=[C:19]([C:25]([NH2:27])=[NH:26])[S:20][C:21]=2[S:22][CH2:23]C)[N:16]=1.Br.COC1C=CC(OC)=CC=1NC1SC=C(C2C=C(C(OC)=S)SC=2C)N=1.N>CO.C(Cl)Cl>[CH3:1][O:2][C:3]1[CH:8]=[CH:7][C:6]([O:9][CH3:10])=[CH:5][C:4]=1[NH:11][C:12]1[S:13][CH:14]=[C:15]([C:17]2[CH:18]=[C:19]([C:25]([NH2:27])=[NH:26])[S:20][C:21]=2[S:22][CH3:23])[N:16]=1 |f:1.2,4.5|. Procedure: 4-{2-[(2,5-Dimethoxyphenyl)amino](1,3-thiazol-4-yl)}-5-ethylthiothiophene-2-carboxamidine: Methyl 4-{2-[(2,5-dimethoxyphenyl)amino]-(1,3-thiazol-4-yl)}-5-methylthiothiophene-2-carboxylate hydrobromide (45.5 mg, 0.09 mmol) was treated as described in Example 154, step (b), followed by preparative thin layer chromatography (500 μm silica gel plate, J. T. Baker, Phillipsburg, N.J., 10%-methanol-CH2Cl2-sat'd. NH3 eluent) to give 9.9 mg (27% yield of 4-{2-[(2,5-dimethoxyphenyl)amino](1,3-thiazol-4-yl... The reactants are NC1C(N(C2=C(C(=N1)C1CCCCC1)C=CC=C2)C)=O (3(R,S)-amino-5-cyclohexyl-1,3-dihydro-1-methyl-2H-1,4-benzodiazepin-2-one), C(=O)(OC(C)(C)C)N[C@H](CC1=CC=CC=C1)C(=O)O (Boc-D-phenyl-alanine), O.O.O.ON1N=NC2=C1C=CC=C2 (1-hydroxybenzotriazole trihydrate), Cl.C(C)N=C=NCCCN(C)C (1-ethyl-3-[3-(dimethylamino)propyl]carbodiimide hydrochloride). The solvent is C(C)N(CC)CC (Triethylamine), CN(C=O)C (dimethylformamide). Run at time 20 minute. Yields the product C(C)(C)(C)OC(=O)N[C@@H](C(=O)NC1C(N(C2=C(C(=N1)C1CCCCC1)C=CC=C2)C)=O)CC2=CC=CC=C2 (3(R,S)-[2(R)-(tert-Butyloxycarbonyl)amino-3-phenylpropionylamino]-5-cyclohexyl-1,3-dihydro-1-methyl-2H-1,4-benzodiazepin-2-one). Yield: 95.0%. Reaction SMILES: [NH2:1][CH:2]1[N:8]=[C:7]([CH:9]2[CH2:14][CH2:13][CH2:12][CH2:11][CH2:10]2)[C:6]2[CH:15]=[CH:16][CH:17]=[CH:18][C:5]=2[N:4]([CH3:19])[C:3]1=[O:20].[C:21]([NH:28][C@@H:29]([C:37](O)=[O:38])[CH2:30][C:31]1[CH:36]=[CH:35][CH:34]=[CH:33][CH:32]=1)([O:23][C:24]([CH3:27])([CH3:26])[CH3:25])=[O:22].O.O.O.ON1C2C=CC=CC=2N=N1.Cl.C(N=C=NCCCN(C)C)C>CN(C)C=O.C(N(CC)CC)C>[C:24]([O:23][C:21]([NH:28][C@H:29]([CH2:30][C:31]1[CH:32]=[CH:33][CH:34]=[CH:35][CH:36]=1)[C:37]([NH:1][CH:2]1[N:8]=[C:7]([CH:9]2[CH2:10][CH2:11][CH2:12][CH2:13][CH2:14]2)[C:6]2[CH:15]=[CH:16][CH:17]=[CH:18][C:5]=2[N:4]([CH3:19])[C:3]1=[O:20])=[O:38])=[O:22])([CH3:27])([CH3:25])[CH3:26] |f:2.3.4.5,6.7|. Procedure details: To a solution of 3(R,S)-amino-5-cyclohexyl-1,3-dihydro-1-methyl-2H-1,4-benzodiazepin-2-one (4 g) in anhydrous dimethylformamide (35 ml), under an atmosphere of nitrogen, was added in succession Boc-D-phenyl-alanine (4.11 g), 1-hydroxybenzotriazole trihydrate (2.09 g) and 1-ethyl-3-[3-(dimethylamino)propyl]carbodiimide hydrochloride (2.97 g). Triethylamine (2.16 ml) was then added and the resulting suspension was stirred at ambient temperature for 20 min. The solvent was removed under reduced pre... The reactants are CCN=C=NCCCN(C)C, CC#N, Cl, NC(Cc1ccc2c(c1)OC(F)(F)C(F)(F)O2)C(O)c1ccc(F)cc1, O, O, On1nnc2ccccc21, O=C(O)c1cccc2c1C=CCCC2. Yields the product O=C(NC(Cc1ccc2c(c1)OC(F)(F)C(F)(F)O2)C(O)c1ccc(F)cc1)c1cccc2c1C=CCCC2. As a reaction SMILES: [CH2:42]([N:43]=[C:44]=[N:45][CH2:46][CH2:47][CH2:48][N:49]([CH3:50])[CH3:51])[CH3:52].[CH3:64][C:65]#[N:66].[ClH:41].[NH2:1][CH:2]([CH:3]([OH:4])[c:5]1[cH:6][cH:7][c:8]([F:11])[cH:9][cH:10]1)[CH2:12][c:13]1[cH:14][c:15]2[c:16]([cH:25][cH:26]1)[O:17][C:18]([F:23])([F:24])[C:19]([F:21])([F:22])[O:20]2.[OH2:53].[OH2:67].[OH:54][n:55]1[c:56]2[cH:57][cH:58][cH:59][cH:60][c:61]2[n:62][n:63]1.[c:27]1([C:38](=[O:39])[OH:40])[cH:28][cH:29][cH:30][c:31]2[c:32]1[CH:33]=[CH:34][CH2:35][CH2:36][CH2:37]2>>[NH:1]([CH:2]([CH:3]([OH:4])[c:5]1[cH:6][cH:7][c:8]([F:11])[cH:9][cH:10]1)[CH2:12][c:13]1[cH:14][c:15]2[c:16]([cH:25][cH:26]1)[O:17][C:18]([F:23])([F:24])[C:19]([F:21])([F:22])[O:20]2)[C:38]([c:27]1[cH:28][cH:29][cH:30][c:31]2[c:32]1[CH:33]=[CH:34][CH2:35][CH2:36][CH2:37]2)=[O:39]. Starting materials: ClC1=C(C(=CC=C1)Cl)CS(=O)(=O)C=1C=C2/C(/C(NC2=CC1)=O)=C/C1=C(C(=C(N1)C)C(=O)O)C (5-[5-(2,6-Dichloro-phenylmethanesulfonyl)-2-oxo-1,2-dihydro-indol-(3Z)-ylidenemethyl]-2,4-dimethyl-1H-pyrrole-3-carboxylic acid), C1(CC1)N (cyclopropylamine). The product is C1(CC1)NC(=O)C1=C(NC(=C1C)\C=C\1/C(NC2=CC=C(C=C12)S(=O)(=O)CC1=C(C=CC=C1Cl)Cl)=O)C (5-[5-(2,6-Dichloro-phenylmethanesulfonyl)-2-oxo-1,2-dihydro-indol-(3Z)-ylidenemethyl]-2,4-dimethyl-1H-pyrrole-3-carboxylic acid Cyclopropylamide). As a reaction SMILES: [Cl:1][C:2]1[CH:7]=[CH:6][CH:5]=[C:4]([Cl:8])[C:3]=1[CH2:9][S:10]([C:13]1[CH:14]=[C:15]2[C:19](=[CH:20][CH:21]=1)[NH:18][C:17](=[O:22])/[C:16]/2=[CH:23]\[C:24]1[NH:28][C:27]([CH3:29])=[C:26]([C:30](O)=[O:31])[C:25]=1[CH3:33])(=[O:12])=[O:11].[CH:34]1([NH2:37])[CH2:36][CH2:35]1>>[CH:34]1([NH:37][C:30]([C:26]2[C:25]([CH3:33])=[C:24](/[CH:23]=[C:16]3\[C:17](=[O:22])[NH:18][C:19]4[C:15]\3=[CH:14][C:13]([S:10]([CH2:9][C:3]3[C:4]([Cl:8])=[CH:5][CH:6]=[CH:7][C:2]=3[Cl:1])(=[O:11])=[O:12])=[CH:21][CH:20]=4)[NH:28][C:27]=2[CH3:29])=[O:31])[CH2:36][CH2:35]1. Reported procedure: 5-[5-(2,6-Dichloro-phenylmethanesulfonyl)-2-oxo-1,2-dihydro-indol-(3Z)-ylidenemethyl]-2,4-dimethyl-1H-pyrrole-3-carboxylic acid was coupled with cyclopropylamine to give the titled compound. The solvent is O1CCCC1 (tetrahydrofuran). Run at time 5 minute. The reactants are O (water), [H-].[Na+] (sodium hydride), O=C1NC=2C(=C3C(=NC2)NC=C3)N1[C@@H]1C[C@H](CCC1)C=O (trans-3-(2-oxo-3,6-dihydroimidazo[4,5-d]pyrrolo[2,3-b]pyridin-1(2H)-yl)cyclohexanecarbaldehyde), C(C)OC(CP(=O)(OCC)OCC)=O (ethyl(diethoxyphosphoryl)acetate). RXN SMILES: [H-].[Na+].C([O:5][C:6](=[O:16])[CH2:7]P(OCC)(OCC)=O)C.[O:17]=[C:18]1[N:29]([C@H:30]2[CH2:35][CH2:34][CH2:33][C@H:32]([CH:36]=O)[CH2:31]2)[C:21]2=[C:22]3[CH:28]=[CH:27][NH:26][C:23]3=[N:24][CH:25]=[C:20]2[NH:19]1.O>O1CCCC1>[O:17]=[C:18]1[N:29]([C@H:30]2[CH2:35][CH2:34][CH2:33][C@H:32](/[CH:36]=[CH:7]/[C:6]([OH:5])=[O:16])[CH2:31]2)[C:21]2=[C:22]3[CH:28]=[CH:27][NH:26][C:23]3=[N:24][CH:25]=[C:20]2[NH:19]1 |f:0.1|. Reported procedure: To a suspension of sodium hydride (60% in oil) (7 mg) in tetrahydrofuran (1 ml) was added dropwise ethyl(diethoxyphosphoryl)acetate (53 μl). After stirring at ambient temperature for 5 minutes, trans-3-(2-oxo-3,6-dihydroimidazo[4,5-d]pyrrolo[2,3-b]pyridin-1(2H)-yl)cyclohexanecarbaldehyde (50 mg) was added and stirred at ambient temperature for overnight. The reaction mixture was poured into water, and extracted with EtOAc and tetrahydrofuran. The organic layer was washed with brine, dried over M... Yields the product O=C1NC=2C(=C3C(=NC2)NC=C3)N1[C@@H]1C[C@H](CCC1)/C=C/C(=O)O ((2E)-3-[trans-3-(2-oxo-3,6-dihydroimidazo[4,5-d]pyrrolo[2,3-b]pyridin-1(2H)-yl)cyclohexyl]acrylic acid). The reactants are C(=O)OC1CCCCC1 (cyclohexyl formate), FC(C(F)(F)[*:1])(F)[*:2] (polytetrafluoroethylene). Run in O (water). Reaction conditions: temperature 110 celsius. Yields the product C(=O)OC1CCCCC1 (cyclohexyl formate), C1(CCCCC1)O (cyclohexanol). As a reaction SMILES: [CH:1]([O:3][CH:4]1[CH2:9][CH2:8][CH2:7][CH2:6][CH2:5]1)=[O:2]>O>[CH:1]([O:3][CH:4]1[CH2:9][CH2:8][CH2:7][CH2:6][CH2:5]1)=[O:2].[CH:4]1([OH:3])[CH2:9][CH2:8][CH2:7][CH2:6][CH2:5]1. Procedure details: Using a procedure analogous to that employed in Example 1, 1.28 g of cyclohexyl formate, 2.70 g of water, and 0.5 g of sulfonated polytetrafluoroethylene were heated at 110° C. over a period of 2 h. Following homogenization of the liquid phase there were obtained, in addition to unconverted cyclohexyl formate, 75.8 mol % of cyclohexanol. The only by-product formed was cyclohexene in a concentration of 0.9 mol %. Reaction SMILES: [CH3:17][O:18][C:19]([CH3:20])([CH3:21])[O:22][CH3:23].[O:41]=[CH:42][N:43]([CH3:44])[CH3:45].[OH:1][CH2:2][CH2:3][CH2:4][c:5]1[cH:6][cH:7][c:8]([O:9][CH2:10][CH:11]([CH2:12][OH:13])[OH:14])[cH:15][cH:16]1.[c:24]1([CH3:25])[cH:26][cH:27][c:28]([S:29]([O-:30])(=[O:31])=[O:32])[cH:33][cH:34]1.[nH+:35]1[cH:36][cH:37][cH:38][cH:39][cH:40]1>>[OH:1][CH2:2][CH2:3][CH2:4][c:5]1[cH:6][cH:7][c:8]([O:9][CH2:10][CH:11]2[CH2:12][O:13][C:19]([CH3:20])([CH3:21])[O:14]2)[cH:15][cH:16]1. Reactants: COC(C)(C)OC, CN(C)C=O, OCCCc1ccc(OCC(O)CO)cc1, Cc1ccc(S(=O)(=O)[O-])cc1, c1cc[nH+]cc1. Yields the product CC1(C)OCC(COc2ccc(CCCO)cc2)O1.